Dataset: the Open Reaction Database (ORD), a public repository of structured organic reaction records. Task: describe an organic reaction: reactants, conditions, products, and yield Starting materials: COC1=C(C=CC(=N1)C(=O)OC)N1C=NC(=C1)C (methyl 6-methoxy-5-(4-methyl-1H-imidazol-1-yl)pyridine-2-carboxylate), Cl (hydrochloric acid). The product is Cl.CC=1N=CN(C1)C1=CC=C(NC1=O)C(=O)O (5-(4-Methyl-1H-imidazol-1-yl)-6-oxo-1,6-dihydropyridine-2-carboxylic acid, hydrochloride salt). RXN SMILES: C[O:2][C:3]1[N:8]=[C:7]([C:9]([O:11]C)=[O:10])[CH:6]=[CH:5][C:4]=1[N:13]1[CH:17]=[C:16]([CH3:18])[N:15]=[CH:14]1.[ClH:19]>>[ClH:19].[CH3:18][C:16]1[N:15]=[CH:14][N:13]([C:4]2[C:3](=[O:2])[NH:8][C:7]([C:9]([OH:11])=[O:10])=[CH:6][CH:5]=2)[CH:17]=1 |f:2.3|. Reported procedure: A mixture of C2 (12.8 g, 51.8 mmol) and 37% hydrochloric acid (25 mL) was heated at reflux for 18 hours. After the reaction mixture had cooled to room temperature, the solid was collected via filtration; it was stirred with 1,4-dioxane (2×20 mL) and filtered again, to afford the product as a yellow solid. Yield: 13 g, 51 mmol, 98%. 1H NMR (400 MHz, CD3OD) δ 9.52 (br s, 1H), 8.07 (d, J=7.5 Hz, 1H), 7.78 (br s, 1H), 7.21 (d, J=7.5 Hz, 1H), 2.44 (s, 3H). The reactants are C1COCCO1, Cc1cc(N)n[nH]1, O=C1OC(=O)c2ccccc21. The product is Cc1cc(N2C(=O)c3ccccc3C2=O)n[nH]1. RXN SMILES: [CH2:19]1[O:20][CH2:21][CH2:22][O:23][CH2:24]1.[CH3:1][c:2]1[cH:3][c:4]([NH2:7])[n:5][nH:6]1.[O:8]=[C:9]1[O:10][C:11](=[O:12])[c:13]2[cH:14][cH:15][cH:16][cH:17][c:18]21>>[CH3:1][c:2]1[cH:3][c:4]([N:7]2[C:9](=[O:8])[c:18]3[c:13]([cH:14][cH:15][cH:16][cH:17]3)[C:11]2=[O:10])[n:5][nH:6]1. The product is COC1=CC(=C(C=C1)NC(OC1=CC=CC=C1)=O)[N+](=O)[O-] (phenyl 4-methoxy-2-nitrophenylcarbamate). Run at time 8 hour. Reaction SMILES: [CH3:1][O:2][C:3]1[CH:9]=[CH:8][C:6]([NH2:7])=[C:5]([N+:10]([O-:12])=[O:11])[CH:4]=1.C(NC(C)C)(C)C.[C:20]1([O:26][C:27](Cl)=[O:28])[CH:25]=[CH:24][CH:23]=[CH:22][CH:21]=1>ClCCl>[CH3:1][O:2][C:3]1[CH:9]=[CH:8][C:6]([NH:7][C:27](=[O:28])[O:26][C:20]2[CH:25]=[CH:24][CH:23]=[CH:22][CH:21]=2)=[C:5]([N+:10]([O-:12])=[O:11])[CH:4]=1. Reported procedure: To a solution of 4-methoxy-2-nitroaniline (15.0 g) and diisopropylamine (16.2 ml) in dichloromethane (300 ml) was added dropwise under ice-cooling a solution of phenylchloroformate (16.8 g) in dichloromethane (30 ml). The reaction solution was stirred at room temperature overnight, washed with water and saturated saline and dried over anhydrous MgSO4. The solvent was distilled off. Crystallization of the residue from hexane gave phenyl 4-methoxy-2-nitrophenylcarbamate (12.6 g, 49.1%) as crystals... Yield: 49.0%. Solvent: ClCCl (dichloromethane), ClCCl (dichloromethane). The reactants are COC1=CC(=C(N)C=C1)[N+](=O)[O-] (4-methoxy-2-nitroaniline), C(C)(C)NC(C)C (diisopropylamine), C1(=CC=CC=C1)OC(=O)Cl (phenylchloroformate).